Dataset: the Open Reaction Database (ORD), a public repository of structured organic reaction records. Task: describe an organic reaction: reactants, conditions, products, and yield The reactants are CC(=O)OC1CC2=CC(OC(=O)N(C)C)C3C4CCC(C(C)C5OCC(C)(C)CO5)C4(C)CCC3C2(C)C2OC12, COC(=O)OC1C=C2CC(OC(C)=O)C3OC3C2(C)C2CCC3(C)C(C(C)C4OCC(C)(C)CO4)CCC3C12. Product: CC(=O)OC1CC2=CC=C3C4CCC(C(C)C5OCC(C)(C)CO5)C4(C)CCC3C2(C)C2OC12. As a reaction SMILES: [C:1]([CH3:2])(=[O:3])[O:4][CH:5]1[CH2:6][C:7]2=[CH:8][CH:9]([O:35][C:36](=[O:37])[N:38]([CH3:39])[CH3:40])[CH:10]3[CH:11]4[CH2:12][CH2:13][CH:14]([CH:15]([CH3:16])[CH:17]5[O:18][CH2:19][C:20]([CH3:23])([CH3:24])[CH2:21][O:22]5)[C:25]4([CH3:34])[CH2:26][CH2:27][CH:28]3[C:29]2([CH3:33])[CH:30]2[CH:31]1[O:32]2.[C:41]([O:42][CH:43]1[CH:44]2[O:45][CH:46]2[C:47]2([CH3:48])[C:49](=[CH:50][CH:51]([O:52][C:53]([O:54][CH3:55])=[O:56])[CH:57]3[CH:58]2[CH2:59][CH2:60][C:61]2([CH3:62])[CH:63]3[CH2:64][CH2:65][CH:66]2[CH:67]([CH:68]2[O:69][CH2:70][C:71]([CH3:72])([CH3:73])[CH2:74][O:75]2)[CH3:76])[CH2:77]1)(=[O:78])[CH3:79]>>[C:1]([CH3:2])(=[O:3])[O:4][CH:5]1[CH2:6][C:7]2=[CH:8][CH:9]=[C:10]3[CH:11]4[CH2:12][CH2:13][CH:14]([CH:15]([CH3:16])[CH:17]5[O:18][CH2:19][C:20]([CH3:23])([CH3:24])[CH2:21][O:22]5)[C:25]4([CH3:34])[CH2:26][CH2:27][CH:28]3[C:29]2([CH3:33])[CH:30]2[CH:31]1[O:32]2.